From a dataset of the Open Reaction Database (ORD), a public repository of structured organic reaction records. describe an organic reaction: reactants, conditions, products, and yield Starting materials: CO, CC(=O)OC(C)(C)C(=O)NS(=O)(=O)c1cc(Cl)ccc1OCC(=O)N1CC(C)N(Cc2ccc(F)cc2)CC1C, [Li+], C1CCOC1, [OH-], O, O. Product: CC1CN(C(=O)COc2ccc(Cl)cc2S(=O)(=O)NC(=O)C(C)(C)O)C(C)CN1Cc1ccc(F)cc1. As a reaction SMILES: [CH3:49][OH:50].[Cl:1][c:2]1[cH:3][cH:4][c:5]([O:21][CH2:22][C:23](=[O:24])[N:25]2[CH:26]([CH3:40])[CH2:27][N:28]([CH2:32][c:33]3[cH:34][cH:35][c:36]([F:39])[cH:37][cH:38]3)[CH:29]([CH3:31])[CH2:30]2)[c:6]([S:8](=[O:9])(=[O:10])[NH:11][C:12]([C:13]([CH3:14])([CH3:15])[O:16][C:17](=[O:18])[CH3:19])=[O:20])[cH:7]1.[Li+:43].[O:44]1[CH2:45][CH2:46][CH2:47][CH2:48]1.[OH-:42].[OH2:41].[OH2:51]>>[Cl:1][c:2]1[cH:3][cH:4][c:5]([O:21][CH2:22][C:23](=[O:24])[N:25]2[CH:26]([CH3:40])[CH2:27][N:28]([CH2:32][c:33]3[cH:34][cH:35][c:36]([F:39])[cH:37][cH:38]3)[CH:29]([CH3:31])[CH2:30]2)[c:6]([S:8](=[O:9])(=[O:10])[NH:11][C:12]([C:13]([CH3:14])([CH3:15])[OH:16])=[O:20])[cH:7]1. The yield is 84.1%. Run in C(C)OCC (diethyl ether), C(C)O (ethanol). Product: F[B-](F)(F)F.CC1=CC=C(C[N+]2=C(C=C(C=C2C2=CC=CC=C2)C2=CC=CC=C2)C2=CC=CC=C2)C=C1 (N-(4-methylbenzyl)-2,4,6-triphenylpyridinium tetrafluoroborate). Conditions: time 8 hour. The reactants are F[B-](F)(F)F.C1(=CC=CC=C1)C1=[O+]C(=CC(=C1)C1=CC=CC=C1)C1=CC=CC=C1 (2,4,6-triphenylpyrylium tetrafluoroborate), CC1=CC=C(CN)C=C1 (4-methylbenzylamine). Procedure: A solution of 2,4,6-triphenylpyrylium tetrafluoroborate (2.97 g, 7.5 mmol) in ethanol (15 mL) was treated with 4-methylbenzylamine (1 g, 8.25 mmol). The reaction was stirred overnight at room temperature and diluted with diethyl ether to precipitate the product. The product was recrystallized from ethanol/diethyl ether to give 3.15 g of N-(4-methylbenzyl)-2,4,6-triphenylpyridinium tetrafluoroborate as a tan solid. Reaction SMILES: [F:1][B-:2]([F:5])([F:4])[F:3].[C:6]1([C:12]2[CH:17]=[C:16]([C:18]3[CH:23]=[CH:22][CH:21]=[CH:20][CH:19]=3)[CH:15]=[C:14]([C:24]3[CH:29]=[CH:28][CH:27]=[CH:26][CH:25]=3)[O+]=2)[CH:11]=[CH:10][CH:9]=[CH:8][CH:7]=1.[CH3:30][C:31]1[CH:38]=[CH:37][C:34]([CH2:35][NH2:36])=[CH:33][CH:32]=1>C(O)C.C(OCC)C>[F:1][B-:2]([F:5])([F:4])[F:3].[CH3:30][C:31]1[CH:38]=[CH:37][C:34]([CH2:35][N+:36]2[C:12]([C:6]3[CH:11]=[CH:10][CH:9]=[CH:8][CH:7]=3)=[CH:17][C:16]([C:18]3[CH:23]=[CH:22][CH:21]=[CH:20][CH:19]=3)=[CH:15][C:14]=2[C:24]2[CH:29]=[CH:28][CH:27]=[CH:26][CH:25]=2)=[CH:33][CH:32]=1 |f:0.1,5.6|.